Dataset: the Open Reaction Database (ORD), a public repository of structured organic reaction records. Task: describe an organic reaction: reactants, conditions, products, and yield Starting materials: BrC=1C=C(C=C(OCC(=O)NC2=CC=NC=C2)C1)C(=O)OC (2-(5-bromo-3-methoxycarbonyl-phenoxy)-N-pyridin-4-yl-acetamide), C(C)OCC (diethyl ether), [H-].[Al+3].[Li+].[H-].[H-].[H-] (lithium aluminium hydride), Cl (hydrochloric acid). The solvent is O (water), O (water), O1CCCC1 (tetrahydrofuran). Run at time 6 hour. Yields the product BrC=1C=C(C=C(C1)OCCNC1=CC=NC=C1)CO ({3-Bromo-5-[2-(pyridin-4-ylamino)-ethoxy]-phenyl}-methanol). The yield is 25.6%. As a reaction SMILES: [Br:1][C:2]1[CH:3]=[C:4]([C:19](OC)=[O:20])[CH:5]=[C:6]([CH:18]=1)[O:7][CH2:8][C:9]([NH:11][C:12]1[CH:17]=[CH:16][N:15]=[CH:14][CH:13]=1)=O.C(OCC)C.[H-].[Al+3].[Li+].[H-].[H-].[H-].Cl>O1CCCC1.O>[Br:1][C:2]1[CH:3]=[C:4]([CH2:19][OH:20])[CH:5]=[C:6]([O:7][CH2:8][CH2:9][NH:11][C:12]2[CH:13]=[CH:14][N:15]=[CH:16][CH:17]=2)[CH:18]=1 |f:2.3.4.5.6.7|. Reported procedure: A stiired solution of 2-(5-bromo-3-methoxycarbonyl-phenoxy)-N-pyridin-4-yl-acetamide (6.61 g) in anhydrous tetrahydrofuran (200 ml) was treated with a 1M diethyl ether solution of lithium aluminium hydride (56.1 ml) over a period of 20 min. A brown precipitate appeared and the mixture was stirred at room temperature for 6 h. The reaction mixture was treated with water (2 ml) 1M sodium hydroxide solution (2 ml), water (6 ml) and then with 2M hydrochloric acid (150 ml). The reaction mixture was ex... Procedure details: Following general N—C coupling procedure 1, 2-chloro-N,N-dimethyl-7-(tetrahydro-2H-pyran-3-yl)-7H-pyrrolo[2,3-d]pyrimidine-6-carboxamide (80 mg, 0.26 mmole) was combined with tert-butyl 3-(6-aminonicotinoyl)-3,8-diazabicyclo[3.2.1]octane-8-carboxylate (82 mg, 0.26 mmole) which gave tert-butyl 3-(6-(6-(dimethylcarbamoyl)-7-(tetrahydro-2H-pyran-3-yl)-7H-pyrrolo[2,3-d]pyrimidin-2-ylamino)nicotinoyl)-3,8-diazabicyclo[3.2.1]octane-8-carboxylate (40 mg) in 25% yield. 1H NMR (400 MHz, CD2Cl2) δ 8.84 (s... Yields the product CN(C(=O)C1=CC2=C(N=C(N=C2)NC2=NC=C(C(=O)N3CC4CCC(C3)N4C(=O)OC(C)(C)C)C=C2)N1C1COCCC1)C (tert-butyl 3-(6-(6-(dimethylcarbamoyl)-7-(tetrahydro-2H-pyran-3-yl)-7H-pyrrolo[2,3-d]pyrimidin-2-ylamino)nicotinoyl)-3,8-diazabicyclo[3.2.1]octane-8-carboxylate). As a reaction SMILES: Cl[C:2]1[N:3]=[CH:4][C:5]2[CH:10]=[C:9]([C:11]([N:13]([CH3:15])[CH3:14])=[O:12])[N:8]([CH:16]3[CH2:21][CH2:20][CH2:19][O:18][CH2:17]3)[C:6]=2[N:7]=1.[NH2:22][C:23]1[CH:45]=[CH:44][C:26]([C:27]([N:29]2[CH2:35][CH:34]3[N:36]([C:37]([O:39][C:40]([CH3:43])([CH3:42])[CH3:41])=[O:38])[CH:31]([CH2:32][CH2:33]3)[CH2:30]2)=[O:28])=[CH:25][N:24]=1>>[CH3:14][N:13]([CH3:15])[C:11]([C:9]1[N:8]([CH:16]2[CH2:21][CH2:20][CH2:19][O:18][CH2:17]2)[C:6]2[N:7]=[C:2]([NH:22][C:23]3[CH:45]=[CH:44][C:26]([C:27]([N:29]4[CH2:30][CH:31]5[N:36]([C:37]([O:39][C:40]([CH3:41])([CH3:42])[CH3:43])=[O:38])[CH:34]([CH2:33][CH2:32]5)[CH2:35]4)=[O:28])=[CH:25][N:24]=3)[N:3]=[CH:4][C:5]=2[CH:10]=1)=[O:12]. Starting materials: ClC=1N=CC2=C(N1)N(C(=C2)C(=O)N(C)C)C2COCCC2 (2-chloro-N,N-dimethyl-7-(tetrahydro-2H-pyran-3-yl)-7H-pyrrolo[2,3-d]pyrimidine-6-carboxamide), NC1=NC=C(C(=O)N2CC3CCC(C2)N3C(=O)OC(C)(C)C)C=C1 (tert-butyl 3-(6-aminonicotinoyl)-3,8-diazabicyclo[3.2.1]octane-8-carboxylate). The yield is 25.4%.